Dataset: the Open Reaction Database (ORD), a public repository of structured organic reaction records. Task: describe an organic reaction: reactants, conditions, products, and yield Starting materials: [BH3-]C#N, CO, Cl, CC(CCCCn1c(=O)c2c(ncn2C)n(C)c1=O)=NO, [Na+]. Product: CC(CCCCn1c(=O)c2c(ncn2C)n(C)c1=O)NO. As a reaction SMILES: [C:1]([BH3-:2])#[N:3].[CH3:27][OH:28].[ClH:26].[N:5]([OH:6])=[C:7]([CH2:8][CH2:9][CH2:10][CH2:11][n:12]1[c:13](=[O:14])[n:15]([CH3:24])[c:16]2[n:17][cH:18][n:19]([CH3:23])[c:20]2[c:21]1=[O:22])[CH3:25].[Na+:4]>>[NH:5]([OH:6])[CH:7]([CH2:8][CH2:9][CH2:10][CH2:11][n:12]1[c:13](=[O:14])[n:15]([CH3:24])[c:16]2[n:17][cH:18][n:19]([CH3:23])[c:20]2[c:21]1=[O:22])[CH3:25]. The reactants are CCn1nc(C(=O)O)c2ccccc21, CC(C)(C)OC(=O)N1CC(N)CCC1CC1(O)CCOCC1. Product: CCn1nc(C(=O)NC2CCC(CC3(O)CCOCC3)N(C(=O)OC(C)(C)C)C2)c2ccccc21. Reaction SMILES: [CH2:1]([CH3:2])[n:3]1[n:4][c:5]([C:12](=[O:13])[OH:14])[c:6]2[cH:7][cH:8][cH:9][cH:10][c:11]12.[NH2:15][CH:16]1[CH2:17][CH2:18][CH:19]([CH2:29][C:30]2([OH:36])[CH2:31][CH2:32][O:33][CH2:34][CH2:35]2)[N:20]([C:22](=[O:23])[O:24][C:25]([CH3:26])([CH3:27])[CH3:28])[CH2:21]1>>[CH2:1]([CH3:2])[n:3]1[n:4][c:5]([C:12](=[O:14])[NH:15][CH:16]2[CH2:17][CH2:18][CH:19]([CH2:29][C:30]3([OH:36])[CH2:31][CH2:32][O:33][CH2:34][CH2:35]3)[N:20]([C:22](=[O:23])[O:24][C:25]([CH3:26])([CH3:27])[CH3:28])[CH2:21]2)[c:6]2[cH:7][cH:8][cH:9][cH:10][c:11]12. Reactants: Cl.N[C@@H](CCC(=O)OC(C)(C)C)C(=O)OC(C)(C)C (di-tert-butyl L-glutamate hydrochloride), NC=1N=C(C2=C(N1)N=CC(=C2)C=CC2=CC=C(C=C2)C(=O)O)N (2,4-diamino-6-[2-(4-carboxyphenyl)ethenyl]pyrido[2,3-d]pyrimidine). Product: NC=1N=C(C2=C(N1)N=CC(=C2)C=CC2=CC=C(C(=O)N[C@@H](CCC(=O)OC(C)(C)C)C(=O)OC(C)(C)C)C=C2)N (di-tert-butyl N-(4-[2-(2,4-diaminopyrido[2,3-d]pyrimidin-6-yl)ethenyl]benzoyl)-L-glutamate). As a reaction SMILES: Cl.[NH2:2][C@H:3]([C:13]([O:15][C:16]([CH3:19])([CH3:18])[CH3:17])=[O:14])[CH2:4][CH2:5][C:6]([O:8][C:9]([CH3:12])([CH3:11])[CH3:10])=[O:7].[NH2:20][C:21]1[N:22]=[C:23]([NH2:42])[C:24]2[CH:30]=[C:29]([CH:31]=[CH:32][C:33]3[CH:38]=[CH:37][C:36]([C:39](O)=[O:40])=[CH:35][CH:34]=3)[CH:28]=[N:27][C:25]=2[N:26]=1>>[NH2:20][C:21]1[N:22]=[C:23]([NH2:42])[C:24]2[CH:30]=[C:29]([CH:31]=[CH:32][C:33]3[CH:38]=[CH:37][C:36]([C:39]([NH:2][C@H:3]([C:13]([O:15][C:16]([CH3:19])([CH3:18])[CH3:17])=[O:14])[CH2:4][CH2:5][C:6]([O:8][C:9]([CH3:12])([CH3:10])[CH3:11])=[O:7])=[O:40])=[CH:35][CH:34]=3)[CH:28]=[N:27][C:25]=2[N:26]=1 |f:0.1|. Reported procedure: Alternatively, 2.2 g (0.0074 mol) of di-tert-butyl L-glutamate hydrochloride were allowed to react with 1.5 g (0.0049 mol) of 2,4-diamino-6-[2-(4-carboxyphenyl)ethenyl]pyrido[2,3-d]pyrimidine, to yield di-tert-butyl N-(4-[2-(2,4-diaminopyrido[2,3-d]pyrimidin-6-yl)ethenyl]benzoyl)-L-glutamate in a yield of 1.3 g (48%), mp>300° C. NMR (CDCl3 /CD3OD) delta 1.47, 1.52 (2s, 18H), 2.0-2.6(m, 4H), 4.5-7.0(m, 1H), 6.8(br, s, 2H), 7.35, 7.78(AB q, 4H, J=9 Hz), 8.38(s, 1H), 8.5(s, 1H); IR (Nujol) 3350, 31... Reactants: Cl, COc1ccc(Sc2ccc(NC3=NCCN3)cc2)cc1, Sc1ccccc1. The product is COc1ccc(Sc2ccc(NC3=NCCN3)cc2)cc1. Reaction SMILES: [ClH:1].[NH:2]1[C:3]([NH:7][c:8]2[cH:9][cH:10][c:11]([S:14][c:15]3[cH:16][cH:17][c:18]([O:21][CH3:22])[cH:19][cH:20]3)[cH:12][cH:13]2)=[N:4][CH2:5][CH2:6]1.[SH:23][c:24]1[cH:25][cH:26][cH:27][cH:28][cH:29]1>>[N:2]1=[C:3]([NH:7][c:8]2[cH:9][cH:10][c:11]([S:14][c:15]3[cH:16][cH:17][c:18]([O:21][CH3:22])[cH:19][cH:20]3)[cH:12][cH:13]2)[NH:4][CH2:5][CH2:6]1. Reactants: [H-].[Na+] (sodium hydride), COC1=CC2=C(C=CN3C(C2=O)=CC=C3)C=C1 (9-methoxy-11H-pyrrolo[2,1-b][3]benzazepin-11-one), C(C)S (Ethanethiol), Cl (HCl), [H][H] (hydrogen). Run in CN(C=O)C (dimethyl formamide), CN(C=O)C (dimethyl formamide). Yields the product OC1=CC2=C(C=CN3C(C2=O)=CC=C3)C=C1 (9-hydroxy-11-H-pyrrolo[2,1-b] [3]benzazepin-11-one). Reaction SMILES: C(S)C.[H-].[Na+].[H][H].C[O:9][C:10]1[CH:24]=[CH:23][C:13]2[CH:14]=[CH:15][N:16]3[CH:22]=[CH:21][CH:20]=[C:17]3[C:18](=[O:19])[C:12]=2[CH:11]=1.Cl>CN(C)C=O>[OH:9][C:10]1[CH:24]=[CH:23][C:13]2[CH:14]=[CH:15][N:16]3[CH:22]=[CH:21][CH:20]=[C:17]3[C:18](=[O:19])[C:12]=2[CH:11]=1 |f:1.2|. Procedure details: Ethanethiol (0.62 g., 10 mmoles), dissolved in dimethyl formamide (10 ml.) is added to a suspension of sodium hydride (0.5 g. of 50% oil dispersion) in dry dimethyl formamide (5 ml.). The mixture is stirred until all hydrogen has evolved and 9-methoxy-11H-pyrrolo[2,1-b][3]benzazepin-11-one (2.26 g., 10 mmoles) is added. The solution is refluxed for a period of 3 hours. The cooled reaction mixture is acidified with 0.2N HCl and extracted with chloroform. The organic layer is washed with water, dr... Reaction SMILES: [CH3:26][OH:27].[Na+:25].[OH-:24].[c:1]1(-[c:18]2[cH:19][cH:20][cH:21][cH:22][cH:23]2)[c:2]([CH2:7][n:8]2[n:9][n:10][c:11]([C:14](=[O:15])[O:16][CH3:17])[c:12]2[CH3:13])[cH:3][cH:4][cH:5][cH:6]1>>[c:1]1(-[c:18]2[cH:19][cH:20][cH:21][cH:22][cH:23]2)[c:2]([CH2:7][n:8]2[n:9][n:10][c:11]([C:14](=[O:15])[OH:16])[c:12]2[CH3:13])[cH:3][cH:4][cH:5][cH:6]1. Product: Cc1c(C(=O)O)nnn1Cc1ccccc1-c1ccccc1. The reactants are CO, [Na+], [OH-], COC(=O)c1nnn(Cc2ccccc2-c2ccccc2)c1C. Starting materials: [BH4-], CCN(CC)C(=O)NC1CC2c3c([N+](=O)[O-])ccc4c3C(CN4)CC2N(C)C1, CO, Cl, N, [Na+], Cl[Ni]Cl. The product is CCN(CC)C(=O)NC1CC2c3c(N)ccc4c3C(CN4)CC2N(C)C1. Reaction SMILES: [BH4-:29].[CH3:1][N:2]1[CH2:3][CH:4]([NH:21][C:22]([N:23]([CH2:24][CH3:25])[CH2:26][CH3:27])=[O:28])[CH2:5][CH:6]2[c:7]3[c:8]([N+:18]([O-:19])=[O:20])[cH:9][cH:10][c:11]4[c:17]3[CH:14]([CH2:13][NH:12]4)[CH2:15][CH:16]12.[CH3:33][OH:34].[ClH:31].[NH3:32].[Na+:30].[Ni:35]([Cl:36])[Cl:37]>>[CH3:1][N:2]1[CH2:3][CH:4]([NH:21][C:22]([N:23]([CH2:24][CH3:25])[CH2:26][CH3:27])=[O:28])[CH2:5][CH:6]2[c:7]3[c:8]([NH2:18])[cH:9][cH:10][c:11]4[c:17]3[CH:14]([CH2:13][NH:12]4)[CH2:15][CH:16]12. Reactants: COC(C(CC(=O)O)=CC=1C=C2C=NNC2=C(C1)C)=O (2-(7-methyl-1H-indazol-5-ylmethylene)-succinic acid 1-methyl ester), C (charcoal). Run in C(C)(=O)OCC (ethyl acetate), CO (methanol). Product: COC(C(CC(=O)O)CC=1C=C2C=NNC2=C(C1)C)=O ((±)-2-(7-Methyl-1H-indazol-5-ylmethyl)-succinic acid 1-methyl ester). Yield: 100.0%. Reaction SMILES: [CH3:1][O:2][C:3](=[O:20])[C:4](=[CH:9][C:10]1[CH:11]=[C:12]2[C:16](=[C:17]([CH3:19])[CH:18]=1)[NH:15][N:14]=[CH:13]2)[CH2:5][C:6]([OH:8])=[O:7].C>C(OCC)(=O)C.CO>[CH3:1][O:2][C:3](=[O:20])[CH:4]([CH2:9][C:10]1[CH:11]=[C:12]2[C:16](=[C:17]([CH3:19])[CH:18]=1)[NH:15][N:14]=[CH:13]2)[CH2:5][C:6]([OH:8])=[O:7]. Procedure: A suspension of 2-(7-methyl-1H-indazol-5-ylmethylene)-succinic acid 1-methyl ester (0.4440 g, 1.62 mmol) and 10% palladized charcoal (0.04 g) in ethyl acetate (15 mL) and methanol (5 mL) was hydrogenated in a Parr apparatus overnight at 50 psi. The reaction mixture was filtered through a pad of celite and the filtrate evaporated to give the desired product as a yellow solid (100%). Mass spec.: 277 (MH)+.